Dataset: the Open Reaction Database (ORD), a public repository of structured organic reaction records. Task: describe an organic reaction: reactants, conditions, products, and yield Starting materials: FC(C1=CC=C(OC2=CC=C(C=C2)O)C=C1)(F)F (4-(4-trifluoromethylphenoxy)phenol), ClC(C(=O)N)C (2-chloropropanamide), C([O-])([O-])=O.[K+].[K+] (potassium carbonate), CS(=O)C (dimethylsulfoxide). Solvent: CCCCCC (hexane), O (water). The product is FC(C1=CC=C(OC2=CC=C(OC(C(=O)N)C)C=C2)C=C1)(F)F (2-[4-(4-trifluoromethylphenoxy)phenoxy] propanamide). Reaction SMILES: [F:1][C:2]([F:18])([F:17])[C:3]1[CH:16]=[CH:15][C:6]([O:7][C:8]2[CH:13]=[CH:12][C:11]([OH:14])=[CH:10][CH:9]=2)=[CH:5][CH:4]=1.Cl[CH:20]([CH3:24])[C:21]([NH2:23])=[O:22].C(=O)([O-])[O-].[K+].[K+].CS(C)=O>CCCCCC.O>[F:1][C:2]([F:17])([F:18])[C:3]1[CH:16]=[CH:15][C:6]([O:7][C:8]2[CH:9]=[CH:10][C:11]([O:14][CH:20]([CH3:24])[C:21]([NH2:23])=[O:22])=[CH:12][CH:13]=2)=[CH:5][CH:4]=1 |f:2.3.4|. Procedure details: A mixture containing 10.0 g (0.039 mole) of 4-(4-trifluoromethylphenoxy)phenol, 5.0 g (0.039 mole) of 2-chloropropanamide, 6.9 g (0.05 mole) of anhydrous potassium carbonate, and 50 ml of dimethylsulfoxide is stirred at 90° until reaction is complete, as indicated by vpc techniques. The resultant slurry is cooled, poured into 600 ml of water, and teated with 1:1 hexane/tolune, and the product is isolated by filtration, mp 147°-149°. Recrystallization from hexane affords highly pure product, mp 1...